Dataset: the Open Reaction Database (ORD), a public repository of structured organic reaction records. Task: describe an organic reaction: reactants, conditions, products, and yield Reactants: O1CCN(CC1)C=1C=2N(C(=CN1)C=1C=CC(=NC1)N)C=C(N2)\C=C\C2=NC1=CC=CC=C1C=C2 ((E)-5-(8-Morpholino-2-(2-(quinolin-2-yl)vinyl)imidazo[1,2-a]pyrazin-5-yl)pyridin-2-amine), CS(=O)(=O)Cl (methanesulfonyl chloride). The solvent is N1=CC=CC=C1 (pyridine). Yields the product O1CCN(CC1)C=1C=2N(C(=CN1)C=1C=CC(=NC1)NS(=O)(=O)C)C=C(N2)\C=C\C2=NC1=CC=CC=C1C=C2 ((E)-N-(5-(8-Morpholino-2-(2-(quinolin-2-yl)vinyl)imidazo[1,2-a]pyrazin-5-yl)pyridin-2-yl)methanesulfonamide). Yield: 11.3%. As a reaction SMILES: [O:1]1[CH2:6][CH2:5][N:4]([C:7]2[C:8]3[N:9]([CH:20]=[C:21](/[CH:23]=[CH:24]/[C:25]4[CH:34]=[CH:33][C:32]5[C:27](=[CH:28][CH:29]=[CH:30][CH:31]=5)[N:26]=4)[N:22]=3)[C:10]([C:13]3[CH:14]=[CH:15][C:16]([NH2:19])=[N:17][CH:18]=3)=[CH:11][N:12]=2)[CH2:3][CH2:2]1.[CH3:35][S:36](Cl)(=[O:38])=[O:37]>N1C=CC=CC=1>[O:1]1[CH2:6][CH2:5][N:4]([C:7]2[C:8]3[N:9]([CH:20]=[C:21](/[CH:23]=[CH:24]/[C:25]4[CH:34]=[CH:33][C:32]5[C:27](=[CH:28][CH:29]=[CH:30][CH:31]=5)[N:26]=4)[N:22]=3)[C:10]([C:13]3[CH:14]=[CH:15][C:16]([NH:19][S:36]([CH3:35])(=[O:38])=[O:37])=[N:17][CH:18]=3)=[CH:11][N:12]=2)[CH2:3][CH2:2]1. Procedure: To a solution of compound 8a (200 mg, 0.450 mmol) in pyridine (4 mL) was added methanesulfonyl chloride (150 mg, 1.32 mmol). The resulting solution was stirred in a 10 mL sealed tube at 30° C. for 8 h. The reaction was quenched with H2O (10 mL). The resulting solids were collected by filtration. The crude material was purified by flash column chromatography on silica gel, eluting with DCM/MeOH (100:1 v/v) to obtain compound 8b as a light yellow solid (26.8 mg, 11% yield). 1H-NMR (300 MHz, DMSO-d... Reactants: N1(CCCCC1)CCN (2-piperdin-1-ylethylamine), [N-]=C=O (isocyanate), C(C1=CC=CC=C1)OC1=CC=C(C=C1)CC(C(NCCN1CCOCC1)=O)NC(C(CC(C)C)N(CCC(C)C)C)=O (4-Methyl-2-[methyl-(3-methyl-butyl)-amino]-pentanoic acid [2-(4-benzyloxy-phenyl)-1-(2-morpholin-4-yl-ethylcarbamoyl)-ethyl]-amide), polymer. Run in C(Cl)Cl (CH2Cl2), C(Cl)Cl (CH2Cl2). Conditions: time 48 hour. Yields the product C(C1=CC=CC=C1)OC1=CC=C(C=C1)CC(C(NCCN1CCCCC1)=O)NC(C(CC(C)C)N(CCC(C)C)C)=O (4-Methyl-2-[methyl-(3-methylbutyl)-amino]-pentanoic acid [2-(4-benzyloxy-phenyl)-1-(2-piperidin-1-yl-ethylcarbamoyl)-ethyl]-amide). RXN SMILES: [CH2:1]([O:8][C:9]1[CH:14]=[CH:13][C:12]([CH2:15][CH:16]([NH:28][C:29](=[O:42])[CH:30]([N:35]([CH3:41])[CH2:36][CH2:37][CH:38]([CH3:40])[CH3:39])[CH2:31][CH:32]([CH3:34])[CH3:33])[C:17](=[O:27])[NH:18][CH2:19][CH2:20][N:21]2[CH2:26][CH2:25]O[CH2:23][CH2:22]2)=[CH:11][CH:10]=1)[C:2]1[CH:7]=[CH:6][CH:5]=[CH:4][CH:3]=1.N1(CCN)CCCC[CH2:44]1.[N-]=C=O>C(Cl)Cl>[CH2:1]([O:8][C:9]1[CH:10]=[CH:11][C:12]([CH2:15][CH:16]([NH:28][C:29](=[O:42])[CH:30]([N:35]([CH3:41])[CH2:36][CH2:37][CH:38]([CH3:39])[CH3:40])[CH2:31][CH:32]([CH3:33])[CH3:34])[C:17](=[O:27])[NH:18][CH2:19][CH2:20][N:21]2[CH2:26][CH2:25][CH2:44][CH2:23][CH2:22]2)=[CH:13][CH:14]=1)[C:2]1[CH:7]=[CH:6][CH:5]=[CH:4][CH:3]=1. Reported procedure: A suspension of N-(2-methylbutyl)-N-methyl-leucine-tyrosine(OBn) -Kaiser oxime resin (Example 57, IIc) in CH2Cl2 was treated with 1.5 equivalents of 2-piperdin-1-ylethylamine. The suspension was shaken for 48 hours. After the reaction was completed, additional CH2Cl2 and 1 equivalent of polymer supported isocyanate was added. After the suspension was shaken for 48 hours, the resin was filtered off, and the solvent was evaporated to yield the title product. The reactants are [Li]CCCC, CON(C)C(=O)C(C)C, CC(C)(C)C(=O)Nc1ccccn1. The product is CC(C)C(=O)c1cccnc1NC(=O)C(C)(C)C. Reaction SMILES: [CH3:14][CH2:15][CH2:16][CH2:17][Li:18].[CH3:19][O:20][N:21]([C:22]([CH:23]([CH3:24])[CH3:25])=[O:26])[CH3:27].[n:1]1[c:2]([NH:7][C:8]([C:9]([CH3:10])([CH3:11])[CH3:12])=[O:13])[cH:3][cH:4][cH:5][cH:6]1>>[n:1]1[c:2]([NH:7][C:8]([C:9]([CH3:10])([CH3:11])[CH3:12])=[O:13])[c:3]([C:22]([CH:23]([CH3:24])[CH3:25])=[O:26])[cH:4][cH:5][cH:6]1. The reactants are OC[C@@H]1CCCC(N1)=O ((S)-6-Hydroxymethyl-piperidin-2-one), C(C1=CC=CC=C1)(C1=CC=CC=C1)(C1=CC=CC=C1)Cl (trityl chloride), CCN(C(C)C)C(C)C (i-Pr2NEt). Reagents/catalysts: CN(C)C=1C=CN=CC1 (DMAP). Run in CN(C)C=O (DMF). Run at time 3 day. Yields the product C(C1=CC=CC=C1)(C1=CC=CC=C1)(C1=CC=CC=C1)OC[C@@H]1CCCC(N1)=O ((S)-6-Trityloxymethyl-piperidin-2-one). Reaction SMILES: [OH:1][CH2:2][C@H:3]1[NH:8][C:7](=[O:9])[CH2:6][CH2:5][CH2:4]1.[C:10](Cl)([C:23]1[CH:28]=[CH:27][CH:26]=[CH:25][CH:24]=1)([C:17]1[CH:22]=[CH:21][CH:20]=[CH:19][CH:18]=1)[C:11]1[CH:16]=[CH:15][CH:14]=[CH:13][CH:12]=1.CCN(C(C)C)C(C)C>CN(C1C=CN=CC=1)C.CN(C=O)C>[C:10]([O:1][CH2:2][C@H:3]1[NH:8][C:7](=[O:9])[CH2:6][CH2:5][CH2:4]1)([C:11]1[CH:16]=[CH:15][CH:14]=[CH:13][CH:12]=1)([C:23]1[CH:24]=[CH:25][CH:26]=[CH:27][CH:28]=1)[C:17]1[CH:18]=[CH:19][CH:20]=[CH:21][CH:22]=1. Procedure: A mixture of (S)-39 (5.85 g, 45.3 mmol), trityl chloride (16.04 g, 57.5 mmol), i-Pr2NEt (11.6 mL, 66.6 mmol) and DMAP (0.527 g, 4.31 mmol) in DMF (21 mL) was stirred at r.t for 3 days. Reaction mixture was separated between brine (80 mL) and water (80 mL). The aqueous layer was extracted with AcOEt (4×80 mL). Combined organic solutions were washed with brine, dried (MgSO4), concentrated and separated by SGC with hexane:AcOEt (in gradient, up to 40% AcOEt) to afford (S)-40 as a foam; yield 12.20 ... Procedure: A solution of 2-methoxy-5-nitrobenzoic acid (4.9 g) (Rec. Trav. Chim. Pays-Bas, 1936, 737) and cyclopropylmethylamine (1.75 g) in dimethylformamide was treated with N-hydroxybenzotriazole (0.2 g) and EDC.HCl (4.74 g). The mixture was stirred for 24 h. Saturated sodium hydrogen carbonate was added, the mixture stirred for 3 h and the precipitate collected as the title compound (6.95 g). m/z (API+): 251 (MH+). Conditions: time 24 hour. Solvent: CN(C=O)C (dimethylformamide). Reaction SMILES: [CH3:1][O:2][C:3]1[CH:11]=[CH:10][C:9]([N+:12]([O-:14])=[O:13])=[CH:8][C:4]=1[C:5]([OH:7])=O.[CH:15]1([CH2:18][NH2:19])[CH2:17][CH2:16]1.ON1C2C=CC=CC=2N=N1.CCN=C=NCCCN(C)C.Cl.C(=O)([O-])O.[Na+]>CN(C)C=O>[CH:15]1([CH2:18][NH:19][C:5](=[O:7])[C:4]2[CH:8]=[C:9]([N+:12]([O-:14])=[O:13])[CH:10]=[CH:11][C:3]=2[O:2][CH3:1])[CH2:17][CH2:16]1 |f:3.4,5.6|. Reactants: COC1=C(C(=O)O)C=C(C=C1)[N+](=O)[O-] (2-methoxy-5-nitrobenzoic acid), C1(CC1)CN (cyclopropylmethylamine), ON1N=NC2=C1C=CC=C2 (N-hydroxybenzotriazole), CCN=C=NCCCN(C)C.Cl (EDC.HCl), C(O)([O-])=O.[Na+] (sodium hydrogen carbonate). The product is C1(CC1)CNC(C1=C(C=CC(=C1)[N+](=O)[O-])OC)=O (N-cyclopropylmethyl-2-methoxy-5-nitrobenzamide). Yields the product CN1CCN(CC1)C=1C=NC2=CC=C(C=C2N1)C=1C=CC(=NC1)NC(C)=O (N-{5-[3-(4-methyl-1-piperazinyl)-6-quinoxalinyl]-2-pyridinyl}acetamide). The solvent is O (water), C([O-])(O)=O.[Na+] (sodium bicarbonate), N1=CC=CC=C1 (pyridine). RXN SMILES: [CH3:1][N:2]1[CH2:7][CH2:6][N:5]([C:8]2[CH:9]=[N:10][C:11]3[C:16]([N:17]=2)=[CH:15][C:14]([C:18]2[CH:19]=[CH:20][C:21]([NH2:24])=[N:22][CH:23]=2)=[CH:13][CH:12]=3)[CH2:4][CH2:3]1.S(Cl)(Cl)(=O)=O.[C:30](OC(=O)C)(=[O:32])[CH3:31]>N1C=CC=CC=1.O.C(=O)(O)[O-].[Na+]>[CH3:1][N:2]1[CH2:3][CH2:4][N:5]([C:8]2[CH:9]=[N:10][C:11]3[C:16]([N:17]=2)=[CH:15][C:14]([C:18]2[CH:19]=[CH:20][C:21]([NH:24][C:30](=[O:32])[CH3:31])=[N:22][CH:23]=2)=[CH:13][CH:12]=3)[CH2:6][CH2:7]1 |f:5.6|. Reaction conditions: temperature 50 celsius, time 2 day. The yield is 58.8%. The reactants are CN1CCN(CC1)C=1C=NC2=CC=C(C=C2N1)C=1C=CC(=NC1)N (5-[3-(4-methyl-1-piperazinyl)-6-quinoxalinyl]-2-pyridinamine), S(=O)(=O)(Cl)Cl (sulfonyl chloride), acyl chloride, anhydride, C(C)(=O)OC(C)=O (acetic anhydride), C(C)(=O)OC(C)=O (acetic anhydride). Reported procedure: A solution of 5-[3-(4-methyl-1-piperazinyl)-6-quinoxalinyl]-2-pyridinamine (0.46 mmol) in pyridine (3 ml) was treated with a sulfonyl chloride, acyl chloride or anhydride such as acetic anhydride (0.56 mmol) and heated at 50° C. for 18 hour. The reaction mixture was treated with another portion of acetic anhydride (0.10 mmol) and stirred for another 2 days. The reaction mixture was diluted with water and saturated sodium bicarbonate (aq) and extracted with ethyl acetate. The ethyl acetate layer ... The reactants are OC=1C=C2C=CC(=CC2=CC1)C(=O)O (6-hydroxy-2-naphtoic acid), CC1CCNCC1 (4-methyl-piperidine). Product: OC=1C=C2C=CC(=CC2=CC1)C(=O)N1CCC(CC1)C ((6-Hydroxy-naphthalen-2-yl)-(4-methyl-piperidin-1-yl)-methanone). RXN SMILES: [OH:1][C:2]1[CH:3]=[C:4]2[C:9](=[CH:10][CH:11]=1)[CH:8]=[C:7]([C:12]([OH:14])=O)[CH:6]=[CH:5]2.[CH3:15][CH:16]1[CH2:21][CH2:20][NH:19][CH2:18][CH2:17]1>>[OH:1][C:2]1[CH:3]=[C:4]2[C:9](=[CH:10][CH:11]=1)[CH:8]=[C:7]([C:12]([N:19]1[CH2:20][CH2:21][CH:16]([CH3:15])[CH2:17][CH2:18]1)=[O:14])[CH:6]=[CH:5]2. Procedure details: The title compound was synthesised from 6-hydroxy-2-naphtoic acid (commercially available) and 4-methyl-piperidine (commercially available) according to the procedure described for Example A. MS (m/e): 268.5 (MH−, 100%) Reactants: Cl (hydrochloric acid), ClCC=O (chloroacetaldehyde), ClC1=NC=CC(=C1F)C(F)(F)F (2-chloro-3-fluoro-4-trifluoromethylpyridine), C(C1=CC=CC=C1)(C1=CC=CC=C1)=N (benzophenone imine), C([O-])([O-])=O.[Cs+].[Cs+] (caesium carbonate), C=1C=CC(=CC1)P(C=2C=CC=CC2)C3=CC=C4C=CC=CC4=C3C5=C6C=CC=CC6=CC=C5P(C=7C=CC=CC7)C=8C=CC=CC8 (BINAP), C(O)([O-])=O.[Na+] (sodium hydrogencarbonate). The reagents and catalysts are C(C)(=O)[O-].[Pd+2].C(C)(=O)[O-] (palladium(II) acetate). Solvent: C1(=CC=CC=C1)C (toluene), CC(C)O (propan-2-ol). Run at temperature 115 celsius. Yields the product FC=1C=2N(C=CC1C(F)(F)F)C=CN2 (8-fluoro-7-trifluoromethylimidazo[1,2-α]pyridine). Isolated yield 42.0%. RXN SMILES: Cl[C:2]1[C:7]([F:8])=[C:6]([C:9]([F:12])([F:11])[F:10])[CH:5]=[CH:4][N:3]=1.[C:13](=[NH:26])(C1C=CC=CC=1)[C:14]1C=CC=CC=1.C(=O)([O-])[O-].[Cs+].[Cs+].C1C=CC(P(C2C(C3C(P(C4C=CC=CC=4)C4C=CC=CC=4)=CC=C4C=3C=CC=C4)=C3C(C=CC=C3)=CC=2)C2C=CC=CC=2)=CC=1.Cl.C(=O)([O-])O.[Na+].ClCC=O>C1(C)C=CC=CC=1.CC(O)C.C([O-])(=O)C.[Pd+2].C([O-])(=O)C>[F:8][C:7]1[C:2]2[N:3]([CH:14]=[CH:13][N:26]=2)[CH:4]=[CH:5][C:6]=1[C:9]([F:12])([F:11])[F:10] |f:2.3.4,7.8,12.13.14|. Procedure details: A mixture of 2-chloro-3-fluoro-4-trifluoromethylpyridine (3.50 g, 17.5 mmol), benzophenone imine (3.50 g, 19.3 mmol), palladium(II) acetate (0.158 g, 0.70 mmol), caesium carbonate (8.00 g, 24.6 mmol) and BINAP (0.66 g, 1.05 mmol) was suspended in toluene (35 ml) and degassed with nitrogen for 1 h. The mixture was then heated at 115° C. for 18 h. The mixture was allowed to cool to ambient temperature, diluted with toluene (100 ml) and the organic phase was washed with water (100 ml) and brine (10... Starting materials: N#C[Cu], Cc1nc(N)ccc1Br, CN(C)C=O. The product is Cc1nc(N)ccc1C#N. RXN SMILES: [Cu:10][C:11]#[N:12].[NH2:1][c:2]1[cH:3][cH:4][c:5]([Br:9])[c:6]([CH3:8])[n:7]1.[O:13]=[CH:14][N:15]([CH3:16])[CH3:17]>>[NH2:1][c:2]1[cH:3][cH:4][c:5]([C:11]#[N:12])[c:6]([CH3:8])[n:7]1. Reactants: Cl (hydrochloric acid), COC(=O)C1(CCCCC1)NC(=O)C1=CC=C(C=C1)N1CCN(CC1)CCC (1-[[[4-(4-propylpiperazin-1-yl)phenyl]carbonyl]amino]cyclohexanecarboxylic acid methyl ester). The product is Cl.C(CC)N1CCN(CC1)C1=CC=C(C=C1)C(=O)NC1(CCCCC1)C(=O)O (1-[[[4-(4-Propylpiperazin-1-yl)phenyl]carbonyl]amino]cyclohexanecarboxylic acid hydrochloride). The yield is 41.0%. As a reaction SMILES: [ClH:1].C[O:3][C:4]([C:6]1([NH:12][C:13]([C:15]2[CH:20]=[CH:19][C:18]([N:21]3[CH2:26][CH2:25][N:24]([CH2:27][CH2:28][CH3:29])[CH2:23][CH2:22]3)=[CH:17][CH:16]=2)=[O:14])[CH2:11][CH2:10][CH2:9][CH2:8][CH2:7]1)=[O:5]>>[ClH:1].[CH2:27]([N:24]1[CH2:23][CH2:22][N:21]([C:18]2[CH:17]=[CH:16][C:15]([C:13]([NH:12][C:6]3([C:4]([OH:5])=[O:3])[CH2:11][CH2:10][CH2:9][CH2:8][CH2:7]3)=[O:14])=[CH:20][CH:19]=2)[CH2:26][CH2:25]1)[CH2:28][CH3:29] |f:2.3|. Procedure details: 3 ml of 4N hydrochloric acid was added to 600 mg (1.55 mmol) of 1-[[[4-(4-propylpiperazin-1-yl)phenyl]carbonyl]amino]cyclohexanecarboxylic acid methyl ester, and the mixture was heated under reflux for 6 hours. The mixture was cooled to room temperature, and the precipitated crystal was collected by filtration to obtain 258 mg (41%) of the title compound.